Dataset: the Open Reaction Database (ORD), a public repository of structured organic reaction records. Task: describe an organic reaction: reactants, conditions, products, and yield The reactants are COC(=O)C(N)Cc1c[nH]c2ccccc12, O=Cc1ccc(F)cc1. The product is COC(=O)C1Cc2c([nH]c3ccccc23)C(c2ccc(F)cc2)N1. RXN SMILES: [CH3:1][O:2][C:3]([CH:4]([NH2:5])[CH2:6][c:7]1[cH:8][nH:9][c:10]2[cH:11][cH:12][cH:13][cH:14][c:15]12)=[O:16].[F:17][c:18]1[cH:19][cH:20][c:21]([CH:22]=[O:23])[cH:24][cH:25]1>>[CH3:1][O:2][C:3]([CH:4]1[NH:5][CH:22]([c:21]2[cH:20][cH:19][c:18]([F:17])[cH:25][cH:24]2)[c:8]2[c:7]([c:15]3[c:10]([nH:9]2)[cH:11][cH:12][cH:13][cH:14]3)[CH2:6]1)=[O:16].